This data is from the Open Reaction Database (ORD), a public repository of structured organic reaction records. The task is: describe an organic reaction: reactants, conditions, products, and yield Reactants: [N+](=O)([O-])C=1C=C(C=C)C=CC1 (3-nitrostyrene), aqueous solution, P (phosphine), [OH-].[Na+] (NaOH), C=1(C(=CC=CC1)C)C (xylene). Reagents/catalysts: Cl[Pd]Cl (PdCl2). Solvent: O (H2O). Yields the product NC=1C=C(C=C)C=CC1 (3-aminostyrene). Reaction SMILES: [N+:1]([C:4]1[CH:5]=[C:6]([CH:9]=[CH:10][CH:11]=1)[CH:7]=[CH2:8])([O-])=O.C1(C)C(C)=CC=CC=1.P.[OH-].[Na+]>Cl[Pd]Cl.O>[NH2:1][C:4]1[CH:5]=[C:6]([CH:9]=[CH:10][CH:11]=1)[CH:7]=[CH2:8] |f:3.4|. Procedure details: A degassed solution of 40 mmol of 3-nitrostyrene (starting material) and 40ml of xylene are placed in an autoclave (volume: 200 ml). 2.0 mmol of BINAS(in the form of 11.56 g of an aqueous solution containing 0.173 mol of BINAS/kg of solution) as phosphine and 1.92 g (48 mmol) of NaOH, 23 ml of H2O and 0.8 mmol of PdCl2 are added. The pH is from 10.0 to 10.5. Starting materials: NC1=C2N=C(N(C2=NC(=N1)CCCCO)C)Br (4-(6-amino-8-bromo-9-methyl-9H-purin-2-yl)butan-1-ol), C(=O)([O-])[O-].[Cs+].[Cs+] (Cs2CO3), N1N=NC=C1 (1H-1,2,3-triazole). Run in CN(C)C=O (DMF). Conditions: temperature 90 celsius, time 8 hour. The product is NC1=C2N=C(N(C2=NC(=N1)CCCCO)C)N1N=CC=N1 (4-(6-Amino-9-methyl-8[1,2,3]triazol-2-yl-9H-purin-2-yl)butan-1-ol). As a reaction SMILES: [NH2:1][C:2]1[N:10]=[C:9]([CH2:11][CH2:12][CH2:13][CH2:14][OH:15])[N:8]=[C:7]2[C:3]=1[N:4]=[C:5](Br)[N:6]2[CH3:16].C([O-])([O-])=O.[Cs+].[Cs+].[NH:24]1[CH:28]=[CH:27][N:26]=[N:25]1>CN(C=O)C>[NH2:1][C:2]1[N:10]=[C:9]([CH2:11][CH2:12][CH2:13][CH2:14][OH:15])[N:8]=[C:7]2[C:3]=1[N:4]=[C:5]([N:25]1[N:26]=[CH:27][CH:28]=[N:24]1)[N:6]2[CH3:16] |f:1.2.3|. Procedure details: To a solution of 4-(6-amino-8-bromo-9-methyl-9H-purin-2-yl)butan-1-ol (1.4 g, 4.56 mmol) in anhydrous DMF (20 ml) were added Cs2CO3 (5.9 g, 18.24 mmol) and then 1H-1,2,3-triazole (1.2 g, 1.0 ml, 17.2 mmol). The mixture was stirred overnight at 90° C. The solvent was evaporated under reduced pressure to give a residue that was purified by flash chromatography (DCM/MeOH: 93/7).